Dataset: the Open Reaction Database (ORD), a public repository of structured organic reaction records. Task: describe an organic reaction: reactants, conditions, products, and yield Starting materials: N1(N=NC2=C1C=CC=C2)C(=O)C=2C=CC(=C(C2)C2=CC(=CC=C2)C(=O)NCCC)C (5′-[(1H-1,2,3-Benzotriazol-1-yl)carbonyl]-2′-methyl-N-propyl-1,1′-biphenyl-3-carboxamide), C1(CC1)CN (cyclopropylmethylamine), C1CCOC1 (THF), C1CCOC1 (THF). Run at time 4 hour. Yields the product C1(CC1)CNC(=O)C1=CC=C(C=C1)C1=CC(=CC=C1C)C(=O)NCCC (N4′-cyclopropylmethyl-6-methyl-N3-propyl-1,1′-biphenyl-3,4′-dicarboxamide). As a reaction SMILES: [N:1]1([C:10]([C:12]2[CH:13]=[CH:14][C:15]([CH3:30])=[C:16]([C:18]3[CH:23]=[CH:22][CH:21]=[C:20](C(NCCC)=O)[CH:19]=3)[CH:17]=2)=[O:11])[C:5]2[CH:6]=[CH:7]C=CC=2N=N1.[CH:31]1([CH2:34][NH2:35])[CH2:33][CH2:32]1.C1C[O:39][CH2:38]C1>>[CH:31]1([CH2:34][NH:35][C:38]([C:21]2[CH:20]=[CH:19][C:18]([C:16]3[C:15]([CH3:30])=[CH:14][CH:13]=[C:12]([C:10]([NH:1][CH2:5][CH2:6][CH3:7])=[O:11])[CH:17]=3)=[CH:23][CH:22]=2)=[O:39])[CH2:33][CH2:32]1. Procedure: 5′-[(1H-1,2,3-Benzotriazol-1-yl)carbonyl]-2′-methyl-N-propyl-1,1′-biphenyl-3-carboxamide (25 mg, 0.062 mmol) in THF (1 ml) was mixed with cyclopropylmethylamine (7.2 μl) in THF (0.6 ml) and the reaction stirred at room temperature for 4 h. The reaction was loaded onto an SPE (aminopropyl, 1 g) and eluted with chloroform, ethyl acetate and methanol. The solvent was evaporated from the product fractions to give N4′-cyclopropylmethyl-6-methyl-N3-propyl-1,1′-biphenyl-3,4′-dicarboxamide. NMR: δH CDCl... Reactants: CN1CCC(c2cn(CCc3ccccc3)c3ccc(O)cc23)CC1, CO, O=S(=O)(Cl)c1c(F)cccc1F, C1CCOC1, Cc1cccc(C)n1. Yields the product CN1CCC(c2cn(CCc3ccccc3)c3ccc(OS(=O)(=O)c4c(F)cccc4F)cc23)CC1, Cl. As a reaction SMILES: [CH2:1]([CH2:2][c:3]1[cH:4][cH:5][cH:6][cH:7][cH:8]1)[n:9]1[cH:10][c:11]([CH:19]2[CH2:20][CH2:21][N:22]([CH3:25])[CH2:23][CH2:24]2)[c:12]2[cH:13][c:14]([OH:18])[cH:15][cH:16][c:17]12.[CH3:51][OH:52].[F:26][c:27]1[c:28]([S:34](=[O:35])(=[O:36])[Cl:37])[c:29]([F:33])[cH:30][cH:31][cH:32]1.[O:46]1[CH2:47][CH2:48][CH2:49][CH2:50]1.[n:38]1[c:39]([CH3:40])[cH:41][cH:42][cH:43][c:44]1[CH3:45]>>[CH2:1]([CH2:2][c:3]1[cH:4][cH:5][cH:6][cH:7][cH:8]1)[n:9]1[cH:10][c:11]([CH:19]2[CH2:20][CH2:21][N:22]([CH3:25])[CH2:23][CH2:24]2)[c:12]2[cH:13][c:14]([O:18][S:34]([c:28]3[c:27]([F:26])[cH:32][cH:31][cH:30][c:29]3[F:33])(=[O:35])=[O:36])[cH:15][cH:16][c:17]12.[ClH:37]. Starting materials: ClC=1C=C(C=CC1)SC1=CC=C(C(=O)OC)C=C1 (Methyl 4-(3-chloro-phenylsulfanyl)-benzoate), [Li+].[OH-] (LiOH), C(CC(O)(C(=O)O)CC(=O)O)(=O)O (citric acid). Solvent: C1CCOC1.CO.O (THF MeOH H2O). Reaction conditions: time 4 hour. The product is ClC=1C=C(C=CC1)SC1=CC=C(C(=O)O)C=C1 (4-(3-Chloro-phenylsulfanyl)benzoic acid). As a reaction SMILES: [Cl:1][C:2]1[CH:3]=[C:4]([S:8][C:9]2[CH:18]=[CH:17][C:12]([C:13]([O:15]C)=[O:14])=[CH:11][CH:10]=2)[CH:5]=[CH:6][CH:7]=1.[Li+].[OH-].C(O)(=O)CC(CC(O)=O)(C(O)=O)O>C1COCC1.CO.O>[Cl:1][C:2]1[CH:3]=[C:4]([S:8][C:9]2[CH:18]=[CH:17][C:12]([C:13]([OH:15])=[O:14])=[CH:11][CH:10]=2)[CH:5]=[CH:6][CH:7]=1 |f:1.2,4.5.6|. Procedure: A mixture of compound 30c (320 mg, 1.15 mmol), LiOH (110 mg, 4.59 mmol) in THF/MeOH/H2O (3/3/3 mL) was stirred for 4 h. A 15% aqueous citric acid solution (10 mL) was added. The mixture was then extracted with EtOAc (3×). The combined organic extracts were washed with brine, filtered, dried over Na2SO4, and concentrated under reduced pressure. The resultant residue (compound 30d, 290 mg) was dried under reduced pressure for 18 h and was used without further purification. Starting materials: CN(C)C=O, O=[Cr](=O)([O-])O[Cr](=O)(=O)[O-], O, O=C(C=Cc1cccnc1)NCC(O)c1cccc(O)c1, c1cc[nH+]cc1, c1cc[nH+]cc1. Yields the product O=C(C=Cc1cccnc1)NCC(=O)c1cccc(O)c1. Reaction SMILES: [CH3:44][N:45]([CH3:46])[CH:47]=[O:48].[Cr:22]([O:23][Cr:24]([O-:25])(=[O:26])=[O:27])([O-:28])(=[O:29])=[O:30].[OH2:43].[OH:1][c:2]1[cH:3][c:4]([CH:8]([CH2:9][NH:10][C:11]([CH:12]=[CH:13][c:14]2[cH:15][n:16][cH:17][cH:18][cH:19]2)=[O:20])[OH:21])[cH:5][cH:6][cH:7]1.[nH+:31]1[cH:32][cH:33][cH:34][cH:35][cH:36]1.[nH+:37]1[cH:38][cH:39][cH:40][cH:41][cH:42]1>>[OH:1][c:2]1[cH:3][c:4]([C:8]([CH2:9][NH:10][C:11]([CH:12]=[CH:13][c:14]2[cH:15][n:16][cH:17][cH:18][cH:19]2)=[O:20])=[O:21])[cH:5][cH:6][cH:7]1. Starting materials: C([C@@H](O)[C@@H](O)[C@H](O)[C@H](O)CO)O (mannitol), CC(=O)C (acetone). The product is CC1(OCC(O1)C2C(OC(O2)(C)C)C3COC(O3)(C)C)C (1,2:3,4:5,6-Tri-o-isopropylidene-d-mannitol). Reaction SMILES: [CH2:1]([OH:12])[C@H:2]([C@H:4]([C@@H:6]([C@@H:8]([CH2:10][OH:11])[OH:9])[OH:7])[OH:5])[OH:3].[CH3:13][C:14]([CH3:16])=O>>[CH3:13][C:14]1([CH3:16])[O:9][CH:8]([CH:6]2[O:7][C:2]([CH3:4])([CH3:1])[O:5][CH:4]2[CH:2]2[O:3][C:8]([CH3:10])([CH3:6])[O:12][CH2:1]2)[CH2:10][O:11]1. Procedure details: 1,2:3,4:5,6-Tri-o-isopropylidene-d-mannitol is prepared by rapidly stirring with a mechanical stirrer, of 40 g of mannitol and 500 ml of anhydrous acetone in the presence of 4.0 ml of concentrated (18M) sulfuric acid as a catalyst for 24 hours in a 2 liter flask. The sulfuric acid is neutralized with about 6.8 g anhydrous sodium carbonate and the acetone is evaporated by vacuum distillation at about 30° C. The remaining yellowish oil is diluted with an equal volume of cold water in order to prov...